This data is from the Open Reaction Database (ORD), a public repository of structured organic reaction records. The task is: describe an organic reaction: reactants, conditions, products, and yield Starting materials: O=C([O-])[O-], C1COCCO1, COc1cccc(OC)c1-c1ccccc1P(C1CCCCC1)C1CCCCC1, Clc1ccc(-c2ccccc2)cc1, ClCCl, [Cs+], [Cs+], CC(=O)[O-], CC(=O)[O-], O, [Pd+2]. The product is OCCOCc1ccc(-c2ccccc2)cc1. As a reaction SMILES: [C:20](=[O:21])([O-:22])[O-:23].[CH2:14]1[CH2:15][O:16][CH2:17][CH2:18][O:19]1.[CH:26]1([P:27]([CH:28]2[CH2:29][CH2:30][CH2:31][CH2:32][CH2:33]2)[c:34]2[cH:35][cH:36][cH:37][cH:38][c:39]2-[c:40]2[c:41]([O:42][CH3:43])[cH:44][cH:45][cH:46][c:47]2[O:48][CH3:49])[CH2:50][CH2:51][CH2:52][CH2:53][CH2:54]1.[Cl:1][c:2]1[cH:3][cH:4][c:5](-[c:8]2[cH:9][cH:10][cH:11][cH:12][cH:13]2)[cH:6][cH:7]1.[Cl:64][CH2:65][Cl:66].[Cs+:24].[Cs+:25].[O-:56][C:57]([CH3:58])=[O:59].[O-:60][C:61]([CH3:62])=[O:63].[OH2:67].[Pd+2:55]>>[c:2]1([CH2:17][O:16][CH2:15][CH2:14][OH:19])[cH:3][cH:4][c:5](-[c:8]2[cH:9][cH:10][cH:11][cH:12][cH:13]2)[cH:6][cH:7]1.